This data is from the Open Reaction Database (ORD), a public repository of structured organic reaction records. The task is: describe an organic reaction: reactants, conditions, products, and yield The reactants are CCOC(=O)CCBr, O=C([O-])[O-], CN1CCCN(C)C1=O, CC(C)Oc1ccc(-c2nc(-c3ccc4[nH]ncc4c3)no2)cc1Cl, [Cs+], [Cs+]. The product is CCOC(=O)CCn1ncc2cc(-c3noc(-c4ccc(OC(C)C)c(Cl)c4)n3)ccc21. RXN SMILES: [Br:32][CH2:33][CH2:34][C:35](=[O:36])[O:37][CH2:38][CH3:39].[C:26](=[O:27])([O-:28])[O-:29].[CH3:40][N:41]1[CH2:42][CH2:43][CH2:44][N:45]([CH3:46])[C:47]1=[O:48].[Cl:1][c:2]1[cH:3][c:4](-[c:12]2[n:13][c:14](-[c:17]3[cH:18][c:19]4[cH:20][n:21][nH:22][c:23]4[cH:24][cH:25]3)[n:15][o:16]2)[cH:5][cH:6][c:7]1[O:8][CH:9]([CH3:10])[CH3:11].[Cs+:30].[Cs+:31]>>[Cl:1][c:2]1[cH:3][c:4](-[c:12]2[n:13][c:14](-[c:17]3[cH:18][c:19]4[cH:20][n:21][n:22]([CH2:33][CH2:34][C:35](=[O:36])[O:37][CH2:38][CH3:39])[c:23]4[cH:24][cH:25]3)[n:15][o:16]2)[cH:5][cH:6][c:7]1[O:8][CH:9]([CH3:10])[CH3:11]. The reactants are ice water, C(C)OC1=NC=NC=C1N (4-ethoxypyrimidine-5-amine), N1=CC=CC=C1 (pyridine), ClC(=O)OCC(Cl)(Cl)Cl (2,2,2-trichloroethyl chloroformate). Solvent: O1CCCC1 (tetrahydrofuran). Reaction conditions: time 30 minute. The product is C(C)OC1=NC=NC=C1NC(OCC(Cl)(Cl)Cl)=O (2,2,2-Trichloroethyl (4-ethoxyprimidin-5-yl)carbamate). Yield: 76.5%. RXN SMILES: [CH2:1]([O:3][C:4]1[C:9]([NH2:10])=[CH:8][N:7]=[CH:6][N:5]=1)[CH3:2].N1C=CC=CC=1.Cl[C:18]([O:20][CH2:21][C:22]([Cl:25])([Cl:24])[Cl:23])=[O:19]>O1CCCC1>[CH2:1]([O:3][C:4]1[C:9]([NH:10][C:18](=[O:19])[O:20][CH2:21][C:22]([Cl:25])([Cl:24])[Cl:23])=[CH:8][N:7]=[CH:6][N:5]=1)[CH3:2]. Procedure: To a solution of 4-ethoxypyrimidine-5-amine (1.00 g, 7.19 mmol) and pyridine (1.74 ml, 21.6 mmol) in tetrahydrofuran (20 ml) was added 2,2,2-trichloroethyl chloroformate (1.49 ml, 10.8 mmol) with ice-cooling, the mixture was stirred for 30 minutes with ice-cooling, the reaction mixture was poured into ice-water and the mixture was extracted with ethyl acetate. The extract was washed with water and dried over anhydrous magnesium sulfate and the solvent was distilled off under reduced pressure. Th... Run in O (water). Starting materials: CN(C)C=O (DMF), OC=1C=C(C(=O)OC)C=C(C1)O (methyl 3,5-dihydroxylbenzoate), C([O-])([O-])=O.[K+].[K+] (potassium carbonate), BrCCCCCCCCCCCC (1-bromododecane), CN(C)C=O (DMF). The product is C(CCCCCCCCCCC)OC=1C=C(C(=O)OC)C=C(C1)OCCCCCCCCCCCC (Methyl 3,5-didodecyloxybenzoate). Conditions: time 8 hour. Reported procedure: In a 1 L RBF containing a stir bar and DMF (100 mL); methyl 3,5-dihydroxylbenzoate (20 g, 0.1190 M), potassium carbonate (49.34 g, 0.3570 M), 1-bromododecane (57.2 mL, 0.2380 M) and DMF (100 mL) were added. The reaction mixture was covered with a septum and stirred overnight. By the end of the reaction period (15 hours), the reaction mixture had turned from a pale yellow suspension to a solid dark green suspension. Heat was applied to the RBF until the reaction mixture became fluid. The dark gre... RXN SMILES: CN([CH:4]=[O:5])C.O[C:7]1[CH:8]=[C:9]([CH:14]=[C:15]([OH:17])[CH:16]=1)[C:10]([O:12][CH3:13])=[O:11].C(=O)([O-])[O-].[K+].[K+].Br[CH2:25][CH2:26][CH2:27][CH2:28][CH2:29][CH2:30][CH2:31][CH2:32][CH2:33][CH2:34][CH2:35][CH3:36]>O>[CH2:25]([O:17][C:15]1[CH:14]=[C:9]([CH:8]=[C:7]([O:5][CH2:4][CH2:35][CH2:34][CH2:33][CH2:32][CH2:31][CH2:30][CH2:29][CH2:28][CH2:27][CH2:26][CH3:25])[CH:16]=1)[C:10]([O:12][CH3:13])=[O:11])[CH2:26][CH2:27][CH2:28][CH2:29][CH2:30][CH2:31][CH2:32][CH2:33][CH2:34][CH2:35][CH3:36] |f:2.3.4|. RXN SMILES: [CH3:1][N:2]1[CH2:7][CH2:6][C:5]([O:14][C:15]2[CH:20]=[CH:19][C:18]([N+:21]([O-])=O)=[CH:17][CH:16]=2)([C:8]2[CH:13]=[CH:12][CH:11]=[CH:10][CH:9]=2)[CH2:4][CH2:3]1>C(O)C.[Pt]>[NH2:21][C:18]1[CH:19]=[CH:20][C:15]([O:14][C:5]2([C:8]3[CH:9]=[CH:10][CH:11]=[CH:12][CH:13]=3)[CH2:4][CH2:3][N:2]([CH3:1])[CH2:7][CH2:6]2)=[CH:16][CH:17]=1. Solvent: C(C)O (ethanol). The reactants are CN1CCC(CC1)(C1=CC=CC=C1)OC1=CC=C(C=C1)[N+](=O)[O-] (1-methyl-4-(4-nitrophenoxy)-4-phenylpiperidine). Reported procedure: 51 g of 1-methyl-4-(4-nitrophenoxy)-4-phenylpiperidine are dissolved in 1.5 liters of ethanol and are hydrogenated under a hydrogen pressure of 1 atmosphere in the presence of platinum. The catalyst is filtered off, the filtrate is concentrated to 300 ml and crystals (which have separated out) are collected. 34.3 g of the title compound of m.p. 173° to 174° C. are obtained by successive concentration of the filtrate. The yield is 74.4%. The product is NC1=CC=C(OC2(CCN(CC2)C)C2=CC=CC=C2)C=C1 (4-(4-Aminophenoxy)-1-methyl-4-phenylpiperidine). The reagents and catalysts are [Pt] (platinum). Reactants: N#Cc1ccn2cc(-c3ccc(C(=O)O)cc3)nc2c1, CC(C)(C)OC(=O)CCN, CCN=C=NCCCN(C)C, CN1CCOCC1, ClCCl, CN(C)C=O. Yields the product CC(C)(C)OC(=O)CCNC(=O)c1ccc(-c2cn3ccc(C#N)cc3n2)cc1. Reaction SMILES: [C:1](#[N:2])[c:3]1[cH:4][c:5]2[n:6]([cH:7][cH:8]1)[cH:9][c:10](-[c:12]1[cH:13][cH:14][c:15]([C:16](=[O:17])[OH:18])[cH:19][cH:20]1)[n:11]2.[C:21]([CH3:22])([CH3:23])([CH3:24])[O:25][C:26]([CH2:27][CH2:28][NH2:29])=[O:30].[CH3:31][N:32]([CH3:33])[CH2:34][CH2:35][CH2:36][N:37]=[C:38]=[N:39][CH2:40][CH3:41].[CH3:42][N:43]1[CH2:44][CH2:45][O:46][CH2:47][CH2:48]1.[Cl:54][CH2:55][Cl:56].[O:49]=[CH:50][N:51]([CH3:52])[CH3:53]>>[C:1](#[N:2])[c:3]1[cH:4][c:5]2[n:6]([cH:7][cH:8]1)[cH:9][c:10](-[c:12]1[cH:13][cH:14][c:15]([C:16](=[O:18])[NH:29][CH2:28][CH2:27][C:26]([O:25][C:21]([CH3:22])([CH3:23])[CH3:24])=[O:30])[cH:19][cH:20]1)[n:11]2. The reactants are CN(C)C=O (DMF), BrC1=C(C=C(C=C1)F)C (1-bromo-4-fluoro-2-methylbenzene), [Cl-].[NH4+] (ammonium chloride), N (ammonia). Reagents/catalysts: [C-]#N.[Zn+2].[C-]#N (zinc cyanide), C1(=CC=CC=C1)P([C-]1C=CC=C1)C1=CC=CC=C1.[C-]1(C=CC=C1)P(C1=CC=CC=C1)C1=CC=CC=C1.[Fe+2] (1,1′-bis(diphenylphosphino)ferrocene), C=1C=CC(=CC1)/C=C/C(=O)/C=C/C2=CC=CC=C2.C=1C=CC(=CC1)/C=C/C(=O)/C=C/C2=CC=CC=C2.C=1C=CC(=CC1)/C=C/C(=O)/C=C/C2=CC=CC=C2.[Pd].[Pd] (tris(dibenzylideneacetone)dipalladium). Solvent: O (water), O (water). Run at temperature 140 celsius, time 2 hour. Yields the product FC1=CC(=C(C#N)C=C1)C (4-Fluoro-2-methylbenzonitrile). As a reaction SMILES: C[N:2]([CH:4]=O)C.Br[C:7]1[CH:12]=[CH:11][C:10]([F:13])=[CH:9][C:8]=1[CH3:14].[Cl-].[NH4+].N>[C-]#N.[Zn+2].[C-]#N.C1(P(C2C=CC=CC=2)[C-]2C=CC=C2)C=CC=CC=1.[C-]1(P(C2C=CC=CC=2)C2C=CC=CC=2)C=CC=C1.[Fe+2].C1C=CC(/C=C/C(/C=C/C2C=CC=CC=2)=O)=CC=1.C1C=CC(/C=C/C(/C=C/C2C=CC=CC=2)=O)=CC=1.C1C=CC(/C=C/C(/C=C/C2C=CC=CC=2)=O)=CC=1.[Pd].[Pd].O>[F:13][C:10]1[CH:11]=[CH:12][C:7]([C:4]#[N:2])=[C:8]([CH3:14])[CH:9]=1 |f:2.3,5.6.7,8.9.10,11.12.13.14.15|. Reported procedure: Into 20 ml of DMF was dissolved 10 g of 1-bromo-4-fluoro-2-methylbenzene, and then 0.2 ml of water was added. Then, 3.72 g of zinc cyanide, 484 mg of 1,1′-bis(diphenylphosphino)ferrocene, and 484 mg of tris(dibenzylideneacetone)dipalladium were added thereto under an argon stream, followed by 2 hours of stirring at 140° C. The reaction solution was ice-cooled, ammonium chloride, aqueous ammonia, and water were added thereto, and the resulting solid was collected by filtration. Then, the solid wa... Reactants: COc1ccc([N+](=O)[O-])cc1NCC(N)=O, CC(=O)O, [Fe], O. The product is COc1ccc(N)cc1NCC(N)=O. As a reaction SMILES: [C:2]([NH2:3])(=[O:4])[CH2:5][NH:6][c:7]1[c:8]([O:16][CH3:17])[cH:9][cH:10][c:11]([N+:13]([O-:14])=[O:15])[cH:12]1.[CH3:19][C:20](=[O:21])[OH:22].[Fe:18].[OH2:1]>>[C:2]([NH2:3])(=[O:4])[CH2:5][NH:6][c:7]1[c:8]([O:16][CH3:17])[cH:9][cH:10][c:11]([NH2:13])[cH:12]1. The reactants are COC(=O)Cl, Cl, Cl, Cl, Nc1nc(-c2nn(Cc3ccccc3F)c3ncccc23)nc(N)c1N, c1ccncc1. Yields the product COC(=O)Nc1c(N)nc(-c2nn(Cc3ccccc3F)c3ncccc23)nc1N. Reaction SMILES: [Cl:30][C:31](=[O:32])[O:33][CH3:34].[ClH:1].[ClH:2].[ClH:3].[F:4][c:5]1[c:6]([CH2:7][n:8]2[n:9][c:10](-[c:17]3[n:18][c:19]([NH2:25])[c:20]([NH2:24])[c:21]([NH2:23])[n:22]3)[c:11]3[c:12]2[n:13][cH:14][cH:15][cH:16]3)[cH:26][cH:27][cH:28][cH:29]1.[cH:35]1[cH:36][cH:37][n:38][cH:39][cH:40]1>>[F:4][c:5]1[c:6]([CH2:7][n:8]2[n:9][c:10](-[c:17]3[n:18][c:19]([NH2:25])[c:20]([NH:24][C:31](=[O:32])[O:33][CH3:34])[c:21]([NH2:23])[n:22]3)[c:11]3[c:12]2[n:13][cH:14][cH:15][cH:16]3)[cH:26][cH:27][cH:28][cH:29]1. Conditions: time 3 hour. Yield: 78.0%. Procedure details: To 3′-chloro-2,3,5,6-tetrahydro-[1,2′]bipyrazinyl-4-carboxylic acid t-butyl ester (3.00 g, 10.0 mmol, 1 eq) add a 4 M solution of hydrochloric acid in 1,4-dioxane (100 mL, 400 mmol, 40 eq) and stir at room temperature for 3 hr. Filter precipitate and wash with diethyl ether. Dry the powder in vacuum oven over night to give 3′-chloro-3,4,5,6-tetrahydro-2H-[1,2′]bipyrazinyl dihydrochloride as a pale yellow powder (2.11 g, 78%). MS (ES): m/z=199 [M+H]+. Starting materials: C(C)(C)(C)OC(=O)N1CCN(CC1)C1=NC=CN=C1Cl (3′-chloro-2,3,5,6-tetrahydro-[1,2′]bipyrazinyl-4-carboxylic acid t-butyl ester), solution, Cl (hydrochloric acid), O1CCOCC1 (1,4-dioxane). Reaction SMILES: C(OC([N:8]1[CH2:13][CH2:12][N:11]([C:14]2[C:19]([Cl:20])=[N:18][CH:17]=[CH:16][N:15]=2)[CH2:10][CH2:9]1)=O)(C)(C)C.[ClH:21].O1CCOCC1>>[ClH:20].[ClH:21].[Cl:20][C:19]1[C:14]([N:11]2[CH2:10][CH2:9][NH:8][CH2:13][CH2:12]2)=[N:15][CH:16]=[CH:17][N:18]=1 |f:3.4.5|. Yields the product Cl.Cl.ClC=1C(=NC=CN1)N1CCNCC1 (3′-chloro-3,4,5,6-tetrahydro-2H-[1,2′]bipyrazinyl dihydrochloride). Reactants: OCC1(CCCC1)NC(=O)C=1C=2C[C@@H]3[C@H](C2N(N1)C1=C(C=C(C=C1)F)F)C3 ((1aR,5aR)-2-(2,4-difluoro-phenyl)-1a,2,5,5a-tetrahydro-1H-2,3-diaza-cyclopropa[a]pentalene-4-carboxylic acid (1-hydroxymethyl-cyclopentyl)-amide), CC(=O)OI1(C=2C=CC=CC2C(=O)O1)(OC(=O)C)OC(=O)C (Dess-Martin Periodinane). Solvent: ClCCl (dichloromethane). Run at temperature 23 celsius, time 2 hour. The product is O=C1C(CCC1)(C)NC(=O)C=1C=2C[C@@H]3[C@H](C2N(N1)C1=C(C=C(C=C1)F)F)C3 ((1aR,5aR)-2-(2,4-Difluoro-phenyl)-1a,2,5,5a-tetrahydro-1H-2,3-diaza-cyclopropa[a]pentalene-4-carboxylic Acid (1-Oxo-methyl-cyclopentyl)-amide). Isolated yield 88.5%. Reaction SMILES: [OH:1][CH2:2][C:3]1([NH:8][C:9]([C:11]2[C:12]3[CH2:13][C@H:14]4[CH2:27][C@H:15]4[C:16]=3[N:17]([C:19]3[CH:24]=[CH:23][C:22]([F:25])=[CH:21][C:20]=3[F:26])[N:18]=2)=[O:10])[CH2:7][CH2:6][CH2:5][CH2:4]1.CC(OI1(OC(C)=O)(OC(C)=O)OC(=O)C2C=CC=CC1=2)=O>ClCCl>[O:1]=[C:2]1[CH2:5][CH2:6][CH2:7][C:3]1([NH:8][C:9]([C:11]1[C:12]2[CH2:13][C@H:14]3[CH2:27][C@H:15]3[C:16]=2[N:17]([C:19]2[CH:24]=[CH:23][C:22]([F:25])=[CH:21][C:20]=2[F:26])[N:18]=1)=[O:10])[CH3:4]. Procedure: To a solution of (1aR,5aR)-2-(2,4-difluoro-phenyl)-1a,2,5,5a-tetrahydro-1H-2,3-diaza-cyclopropa[a]pentalene-4-carboxylic acid (1-hydroxymethyl-cyclopentyl)-amide (193 mg, 0.517 mmol) in dichloromethane (4 mL) was added Dess-Martin Periodinane (230 mg, 0.543 mmol). The mixture was stirred at 23° C. for 2 h, and purified by silica gel column chromatography to give the title compound (170 mg) as a white solid. LCMS m/z=372.3 [M+H]+.